Dataset: the Open Reaction Database (ORD), a public repository of structured organic reaction records. Task: describe an organic reaction: reactants, conditions, products, and yield Reactants: FC1=C(C(NN)=S)C=C(C=C1)F (2,5-difluorobenzothiohydrazide), CON(C(OC(C)(C)C)=O)CCC(C1=CC=CC=C1)=O (tert-butyl methoxy(3-oxo-3-phenylpropyl)carbamate). The solvent is C(C)O (ethanol). The product is FC1=C(C=C(C=C1)F)C1=NNC(S1)(C1=CC=CC=C1)CCN(C(OC(C)(C)C)=O)OC (tert-butyl 2-(5-(2,5-difluorophenyl)-2-phenyl-2,3-dihydro-1,3,4-thiadiazol-2-yl)ethyl(methoxy)carbamate). Isolated yield 54.5%. As a reaction SMILES: [F:1][C:2]1[CH:11]=[CH:10][C:9]([F:12])=[CH:8][C:3]=1[C:4](=[S:7])[NH:5][NH2:6].[CH3:13][O:14][N:15]([CH2:23][CH2:24][C:25](=O)[C:26]1[CH:31]=[CH:30][CH:29]=[CH:28][CH:27]=1)[C:16](=[O:22])[O:17][C:18]([CH3:21])([CH3:20])[CH3:19]>C(O)C>[F:1][C:2]1[CH:11]=[CH:10][C:9]([F:12])=[CH:8][C:3]=1[C:4]1[S:7][C:25]([CH2:24][CH2:23][N:15]([O:14][CH3:13])[C:16](=[O:22])[O:17][C:18]([CH3:20])([CH3:21])[CH3:19])([C:26]2[CH:31]=[CH:30][CH:29]=[CH:28][CH:27]=2)[NH:6][N:5]=1. Reported procedure: A mixture of 2,5-difluorobenzothiohydrazide (0.500 g 2.66 mmol) and tert-butyl methoxy(3-oxo-3-phenylpropyl)carbamate (1.11 g, 3.99 mmol) was stirred together in ethanol (5 mL) for 30 hours. The reaction mixture was concentrated under reduced pressure, and the residue was chromatographed (20% ethyl acetate in hexanes) to provide die product (0.650 g, 1.45 mmol) that was used in the next step without further purification. Reactants: CS(=O)(=O)c1nccc(-n2cnc3ccccc32)n1, NCc1ccc(Cl)cc1. The product is Clc1ccc(CNc2nccc(-n3cnc4ccccc43)n2)cc1. As a reaction SMILES: [CH3:1][S:2](=[O:3])(=[O:4])[c:5]1[n:6][cH:7][cH:8][c:9](-[n:11]2[cH:12][n:13][c:14]3[c:15]2[cH:16][cH:17][cH:18][cH:19]3)[n:10]1.[Cl:20][c:21]1[cH:22][cH:23][c:24]([CH2:25][NH2:26])[cH:27][cH:28]1>>[c:5]1([NH:26][CH2:25][c:24]2[cH:23][cH:22][c:21]([Cl:20])[cH:28][cH:27]2)[n:6][cH:7][cH:8][c:9](-[n:11]2[cH:12][n:13][c:14]3[c:15]2[cH:16][cH:17][cH:18][cH:19]3)[n:10]1. The reactants are CO, NC(=O)NCCCC(N)C(=O)O, O=CC(O)C(O)C(O)C(O)CO, O. Yields the product NC(=O)NCCCC(NCC(O)C(O)C(O)C(O)CO)C(=O)O. As a reaction SMILES: [CH3:25][OH:26].[NH2:13][CH:14]([CH2:15][CH2:16][CH2:17][NH:18][C:19](=[O:20])[NH2:21])[C:22](=[O:23])[OH:24].[O:1]=[CH:2][CH:3]([OH:4])[CH:5]([OH:6])[CH:7]([OH:8])[CH:9]([OH:10])[CH2:11][OH:12].[OH2:27]>>[CH2:2]([CH:3]([OH:4])[CH:5]([OH:6])[CH:7]([OH:8])[CH:9]([OH:10])[CH2:11][OH:12])[NH:13][CH:14]([CH2:15][CH2:16][CH2:17][NH:18][C:19](=[O:20])[NH2:21])[C:22](=[O:23])[OH:24]. Reactants: intermediate, FC(C(=O)O)(F)F.O (trifluoroacetic acid water). Solvent: product 40, C(C)O (ethyl alcohol). Product: C([C@@H](O)[C@@H](O)[C@H](O)[C@H](O)CO)O (D-mannitol). RXN SMILES: F[C:2](F)(F)[C:3]([OH:5])=O.[OH2:8]>C(O)C>[CH2:3]([OH:5])[C@H:2]([C@H:3]([C@@H:2]([C@@H:2]([CH2:3][OH:5])[OH:8])[OH:8])[OH:5])[OH:8] |f:0.1|. Procedure details: In a second step the treatment of 0.5 g (0.4 mmol) of the intermediate product 40 dissolved in 4 ml of ethyl alcohol by a trifluoroacetic acid-water mixture (5/1 v/v) yields 0.32 g (70%) of 3,4-di-O-|3'-(F-octyl)-propanoyl|-D-mannitol, 41. The reactants are BrC1=C(C2=C(S1)CCCC2)C(=O)NC2=C(C=C(C=C2)C)S (2-bromo-4,5,6,7-tetrahydro-N-(2-mercapto-4-methylphenyl)-benzo[b]thiophene-3-carboxamide), C([O-])([O-])=O.[K+].[K+] (potassium carbonate). The solvent is CS(=O)C (dimethyl sulfoxide). Product: CC1=CC2=C(NC(C3=C(S2)SC2=C3CCCC2)=O)C=C1 (1,2,3,4-tetrahydro-8-methyl-[1]benzothieno[2,3-b][1,5]benzothiazepin-12(11H)-one). As a reaction SMILES: Br[C:2]1[S:6][C:5]2[CH2:7][CH2:8][CH2:9][CH2:10][C:4]=2[C:3]=1[C:11]([NH:13][C:14]1[CH:19]=[CH:18][C:17]([CH3:20])=[CH:16][C:15]=1[SH:21])=[O:12].C(=O)([O-])[O-].[K+].[K+]>CS(C)=O>[CH3:20][C:17]1[CH:18]=[CH:19][C:14]2[NH:13][C:11](=[O:12])[C:3]3[C:4]4[CH2:10][CH2:9][CH2:8][CH2:7][C:5]=4[S:6][C:2]=3[S:21][C:15]=2[CH:16]=1 |f:1.2.3|. Procedure: In the same manner as in Example 18 and using 2-bromo-4,5,6,7-tetrahydro-N-(2-mercapto-4-methylphenyl)-benzo[b]thiophene-3-carboxamide, dimethyl sulfoxide and potassium carbonate, 1,2,3,4-tetrahydro-8-methyl-[1]benzothieno[2,3-b][1,5]benzothiazepin-12(11H)-one (1.87 g) is obtained.